Dataset: the Open Reaction Database (ORD), a public repository of structured organic reaction records. Task: describe an organic reaction: reactants, conditions, products, and yield Starting materials: CC(C)(C)OC(=O)CC(N)C(N)=O, O=[N+]([O-])c1ccc(S(=O)(=O)Cl)c(OCc2ccccc2)c1, CCOC(C)=O, ClCCl, c1ccncc1. Reaction SMILES: [C:25]([CH3:26])([CH3:27])([CH3:28])[O:29][C:30]([CH2:31][CH:32]([C:33](=[O:34])[NH2:35])[NH2:36])=[O:37].[CH2:4]([c:5]1[cH:6][cH:7][cH:8][cH:9][cH:10]1)[O:11][c:12]1[c:13]([S:21](=[O:22])(=[O:23])[Cl:24])[cH:14][cH:15][c:16]([N+:18](=[O:19])[O-:20])[cH:17]1.[CH3:44][CH2:45][O:46][C:47](=[O:48])[CH3:49].[Cl:1][CH2:2][Cl:3].[cH:38]1[cH:39][cH:40][n:41][cH:42][cH:43]1>>[CH2:4]([c:5]1[cH:6][cH:7][cH:8][cH:9][cH:10]1)[O:11][c:12]1[c:13]([S:21](=[O:22])(=[O:23])[NH:36][CH:32]([CH2:31][C:30]([O:29][C:25]([CH3:26])([CH3:27])[CH3:28])=[O:37])[C:33](=[O:34])[NH2:35])[cH:14][cH:15][c:16]([N+:18](=[O:19])[O-:20])[cH:17]1. The product is CC(C)(C)OC(=O)CC(NS(=O)(=O)c1ccc([N+](=O)[O-])cc1OCc1ccccc1)C(N)=O. Run at time 50 minute. The solvent is ClCCl (dichloromethane), C(C)(=O)O (acetic acid), C(C)(=O)O (acetic acid). Reactants: three, haloketone, FC1=C(C=CC=C1)C(CC1=CC=C(C=C1)SC)=O (1-(2-fluorophenyl)-2-(4-methylthiophenyl)ethanone), Br (HBr), BrBr (bromine), BrBr (bromine). Product: FC1=C(C=CC=C1)C(C(Br)C1=CC=C(C=C1)SC)=O (1-(2-fluorophenyl)-2-(4-methylthiophenyl)-2-bromo-ethanone). Reported procedure: A 100 mL three necked round bottomed flask equipped with reflux condenser, magnetic stir bar, thermometer adapter, and constant pressure addition funnel was charged with 1-(2-fluorophenyl)-2-(4-methylthiophenyl)ethanone from Step 2, (4.36 g, 16.7 mmol), acetic acid (30 mL) and 33% HBr in acetic acid (0.5 mL). The solution was stirred and treated with bromine (17 mL, 16.8 mmol, 1.0M in acetic acid) from the addition funnel at such a rate that the bromine color was discharged rapidly, ca, 15 min. ... RXN SMILES: [F:1][C:2]1[CH:7]=[CH:6][CH:5]=[CH:4][C:3]=1[C:8](=[O:18])[CH2:9][C:10]1[CH:15]=[CH:14][C:13]([S:16][CH3:17])=[CH:12][CH:11]=1.[BrH:19].BrBr>C(O)(=O)C.ClCCl>[F:1][C:2]1[CH:7]=[CH:6][CH:5]=[CH:4][C:3]=1[C:8](=[O:18])[CH:9]([C:10]1[CH:15]=[CH:14][C:13]([S:16][CH3:17])=[CH:12][CH:11]=1)[Br:19]. Starting materials: CC(C)N(C(=O)c1ccc(OCCCCCOc2ccc(C#N)cc2)cc1)C(C)C, CCO, Cl, NO, [Na+], [OH-], O. The product is CC(C)N(C(=O)c1ccc(OCCCCCOc2ccc(C(N)=NO)cc2)cc1)C(C)C. Reaction SMILES: [C:1](#[N:2])[c:3]1[cH:4][cH:5][c:6]([O:7][CH2:8][CH2:9][CH2:10][CH2:11][CH2:12][O:13][c:14]2[cH:15][cH:16][c:17]([C:18](=[O:19])[N:20]([CH:21]([CH3:22])[CH3:23])[CH:24]([CH3:25])[CH3:26])[cH:27][cH:28]2)[cH:29][cH:30]1.[CH3:37][CH2:38][OH:39].[ClH:33].[NH2:34][OH:35].[Na+:32].[OH-:31].[OH2:36]>>[C:1]([NH2:2])([c:3]1[cH:4][cH:5][c:6]([O:7][CH2:8][CH2:9][CH2:10][CH2:11][CH2:12][O:13][c:14]2[cH:15][cH:16][c:17]([C:18](=[O:19])[N:20]([CH:21]([CH3:22])[CH3:23])[CH:24]([CH3:25])[CH3:26])[cH:27][cH:28]2)[cH:29][cH:30]1)=[N:34][OH:31]. The reactants are COC(CC1=CC(=CC=C1)CNCC1=C(C=CC=C1)O)=O ({3-[(2-hydroxy-benzylamino)-methyl]-phenyl}-acetic acid methyl ester), [BH4-].[Li+] (lithium borohydride). The solvent is O1CCCC1 (tetrahydrofuran). Run at time 30 minute. Yields the product OCCC=1C=C(CNCC2=C(C=CC=C2)O)C=CC1 (2-{[3-(2-Hydroxy-ethyl)-benzylamino]-methyl}-phenol). Isolated yield 54.8%. RXN SMILES: C[O:2][C:3](=O)[CH2:4][C:5]1[CH:10]=[CH:9][CH:8]=[C:7]([CH2:11][NH:12][CH2:13][C:14]2[CH:19]=[CH:18][CH:17]=[CH:16][C:15]=2[OH:20])[CH:6]=1.[BH4-].[Li+]>O1CCCC1>[OH:2][CH2:3][CH2:4][C:5]1[CH:6]=[C:7]([CH:8]=[CH:9][CH:10]=1)[CH2:11][NH:12][CH2:13][C:14]1[CH:19]=[CH:18][CH:17]=[CH:16][C:15]=1[OH:20] |f:1.2|. Procedure details: A solution of {3-[(2-hydroxy-benzylamino)-methyl]-phenyl}-acetic acid methyl ester (0.81 g) in anhydrous tetrahydrofuran (20 mL) was treated with lithium borohydride (186 mg) and the whole stirred at room temperature for 30 minutes. The reaction mixture was then heated at 60° C. for 2 hours under nitrogen. After cooling to room temperature the mixture was partitioned between diethyl ether and dilute aqueous hydrochloric acid, the aqueous layer was separated and treated with excess solid sodium b... Starting materials: O=C(CBr)CN1C(=O)c2ccccc2C1=O, [N-]=[N+]=[N-], [Na+]. Product: [N-]=[N+]=NCC(=O)CN1C(=O)c2ccccc2C1=O. RXN SMILES: [C:1]1(=[O:16])[c:2]2[c:3]([cH:12][cH:13][cH:14][cH:15]2)[C:4](=[O:11])[N:5]1[CH2:6][C:7]([CH2:8][Br:9])=[O:10].[N-:18]=[N+:19]=[N-:20].[Na+:17]>>[C:1]1(=[O:16])[c:2]2[c:3]([cH:12][cH:13][cH:14][cH:15]2)[C:4](=[O:11])[N:5]1[CH2:6][C:7]([CH2:8][N:18]=[N+:19]=[N-:20])=[O:10]. Starting materials: C(=O)O (formic acid), C(C)(=O)OC(C)=O (acetic anhydride), C(C)(C)(C)NC(=O)NOC1=C(C=CC(=C1)Cl)Cl (1-t-butyl-3-(2,5-dichlorophenoxy)urea). The solvent is C(C)(=O)OCC (ethyl acetate). Run at temperature 60 celsius, time 2.5 hour. Product: C(C)(C)(C)NC(=O)N(C=O)OC1=C(C=CC(=C1)Cl)Cl (1-t-Butyl-3-(2,5-dichlorophenoxy)-3-formylurea). The yield is 61.1%. RXN SMILES: [CH:1](O)=[O:2].C(OC(=O)C)(=O)C.[C:11]([NH:15][C:16]([NH:18][O:19][C:20]1[CH:25]=[C:24]([Cl:26])[CH:23]=[CH:22][C:21]=1[Cl:27])=[O:17])([CH3:14])([CH3:13])[CH3:12]>C(OCC)(=O)C>[C:11]([NH:15][C:16]([N:18]([O:19][C:20]1[CH:25]=[C:24]([Cl:26])[CH:23]=[CH:22][C:21]=1[Cl:27])[CH:1]=[O:2])=[O:17])([CH3:14])([CH3:12])[CH3:13]. Procedure details: A mixture of 1.53 g (33.3 mmoles) of formic acid and 3.24 g (31.8 mmoles) of acetic anhydride was stirred at 60° C. for 2.5 hours, and 2.20 g (7.94 mmoles) of 1-t-butyl-3-(2,5-dichlorophenoxy)urea was added. The mixture was stirred at 60° C. for 5 hours. The reaction mixture was cooled to room temperature, and 100 ml of ethyl acetate was added The mixture was washed with a saturated aqueous solution of sodium chloride, and dried over anhydrous magnesium sulfate. The ethyl acetate was evaporated ... Reactants: N(=[N+]=[N-])C=1C=C(N)C=C(C1)Cl (3-azido-5-chloroaniline), C1=CC=C(C=C1)OC(=NC#N)OC2=CC=CC=C2 (diphenyl cyanocarbonimidate). The solvent is C(Cl)(Cl)Cl (chloroform). The product is N(=[N+]=[N-])C=1C=C(C=C(C1)Cl)NC(OC1=CC=CC=C1)=NC#N (N-(3-azido-5-chlorophenyl)-N'-cyanocarbamimidic acid, phenyl ester). Yield: 61.8%. As a reaction SMILES: [N:1]([C:4]1[CH:5]=[C:6]([CH:8]=[C:9]([Cl:11])[CH:10]=1)[NH2:7])=[N+:2]=[N-:3].[CH:12]1[CH:17]=[CH:16][C:15]([O:18][C:19](OC2C=CC=CC=2)=[N:20][C:21]#[N:22])=[CH:14][CH:13]=1>C(Cl)(Cl)Cl>[N:1]([C:4]1[CH:5]=[C:6]([NH:7][C:19](=[N:20][C:21]#[N:22])[O:18][C:15]2[CH:16]=[CH:17][CH:12]=[CH:13][CH:14]=2)[CH:8]=[C:9]([Cl:11])[CH:10]=1)=[N+:2]=[N-:3]. Procedure: Chart B, Step B-1. To a stirred solution of 3-azido-5-chloroaniline (A-4, 0.706 g, 4.18 mmol) in 6 mL of chloroform, is added diphenyl cyanocarbonimidate (0.997 g, 4.18 mmol). The solvent is allowed to evaporate at a temperature of 75° C. overnight. The resulting solid is triturated with ether and filtered. The solid is recrystallized from ethyl acetate/hexane to afford 0.808 g of N-(3-azido-5-chlorophenyl)-N'-cyanocarbamimidic acid, phenyl ester. (B-1) Mp 193°-194° C. (dec); IR (mull) 3084, 295...